Dataset: the Open Reaction Database (ORD), a public repository of structured organic reaction records. Task: describe an organic reaction: reactants, conditions, products, and yield The product is CC(C)Oc1cc(C=O)c(F)cc1Cl. Reaction SMILES: [CH3:19][N:20]([CH3:21])[CH:22]=[O:23].[CH:14](=[O:15])[O-:16].[Cl:1][c:2]1[c:3]([O:10][CH:11]([CH3:12])[CH3:13])[cH:4][c:5]([I:9])[c:6]([F:8])[cH:7]1.[ClH:18].[Na+:17]>>[Cl:1][c:2]1[c:3]([O:10][CH:11]([CH3:12])[CH3:13])[cH:4][c:5]([CH:14]=[O:15])[c:6]([F:8])[cH:7]1. Starting materials: CN(C)C=O, O=C[O-], CC(C)Oc1cc(I)c(F)cc1Cl, Cl, [Na+]. Product: COC(COc1ccc2oc(C(=O)O)c(C)c2c1)OC. As a reaction SMILES: [CH3:17][O:18][CH:19]([CH2:20][Br:21])[O:22][CH3:23].[CH3:24][CH2:25][O:26][C:27](=[O:28])[CH3:29].[CH3:36][N:37]([CH3:38])[CH:39]=[O:40].[CH3:3][c:4]1[c:5]([C:14](=[O:15])[OH:16])[o:6][c:7]2[c:8]1[cH:9][c:10]([OH:13])[cH:11][cH:12]2.[H-:1].[Na+:2].[O:30]1[CH2:31][CH2:32][O:33][CH2:34][CH2:35]1>>[CH3:3][c:4]1[c:5]([C:14](=[O:15])[OH:16])[o:6][c:7]2[c:8]1[cH:9][c:10]([O:13][CH2:20][CH:19]([O:18][CH3:17])[O:22][CH3:23])[cH:11][cH:12]2. The reactants are COC(CBr)OC, CCOC(C)=O, CN(C)C=O, Cc1c(C(=O)O)oc2ccc(O)cc12, [H-], [Na+], C1COCCO1. Run at temperature 95 celsius. Yields the product CC=1C=C(C=CC1[N+](=O)[O-])N1CC(CC1)NC(C)=O (N-[1-(3-methyl-4-nitrophenyl)pyrrolidin-3-yl]acetamide). Starting materials: [Cl-].[Na+] (sodium chloride), FC=1C=CC(=C(C1)C)[N+](=O)[O-] (5-fluoro-2-nitrotoluene), C(C)(=O)NC1CNCC1 (3-acetamido-pyrrolidine), C([O-])([O-])=O.[K+].[K+] (potassium carbonate). RXN SMILES: F[C:2]1[CH:3]=[CH:4][C:5]([N+:9]([O-:11])=[O:10])=[C:6]([CH3:8])[CH:7]=1.[C:12]([NH:15][CH:16]1[CH2:20][CH2:19][NH:18][CH2:17]1)(=[O:14])[CH3:13].C(=O)([O-])[O-].[K+].[K+].[Cl-].[Na+]>CN1C(=O)CCC1>[CH3:8][C:6]1[CH:7]=[C:2]([N:18]2[CH2:19][CH2:20][CH:16]([NH:15][C:12](=[O:14])[CH3:13])[CH2:17]2)[CH:3]=[CH:4][C:5]=1[N+:9]([O-:11])=[O:10] |f:2.3.4,5.6|. Procedure details: After dissolving 15.5 g of 5-fluoro-2-nitrotoluene (0.1 mol) and 12.8 g of 3-acetamido-pyrrolidine (0.1 mol) in 75 ml of NMP, 15.8 g of potassium carbonate (0.12 mol) are added under a nitrogen atmosphere and the mixture is heated at 95° C. for 20 h. The reaction medium is allowed to cool and is then poured into 600 ml of saturated aqueous sodium chloride solution. The yellow precipitate formed is filtered off, washed with 15% NaCl solution until a pH equal to 7 is obtained for the washing water... Yield: 97.6%. The solvent is CN1CCCC1=O (NMP). The reactants are C(C1=CC=CC=C1)N1C(=C(C=C1)C#N)C(=O)OCC (ethyl 1-benzyl-3-cyano-1H-pyrrole-2-carboxylate), [Li+].[OH-] (LiOH), Cl (HCl). Run in CO (Methanol), O1CCCC1 (Tetrahydrofuran). Conditions: temperature 50 celsius, time 1 hour. The product is C(C1=CC=CC=C1)N1C(=C(C=C1)C#N)C(=O)O (1-benzyl-3-cyano-1H-pyrrole-2-carboxylic acid). Yield: 95.0%. As a reaction SMILES: [CH2:1]([N:8]1[CH:12]=[CH:11][C:10]([C:13]#[N:14])=[C:9]1[C:15]([O:17]CC)=[O:16])[C:2]1[CH:7]=[CH:6][CH:5]=[CH:4][CH:3]=1.[Li+].[OH-].Cl>CO.O1CCCC1>[CH2:1]([N:8]1[CH:12]=[CH:11][C:10]([C:13]#[N:14])=[C:9]1[C:15]([OH:17])=[O:16])[C:2]1[CH:3]=[CH:4][CH:5]=[CH:6][CH:7]=1 |f:1.2|. Procedure: A solution of ethyl 1-benzyl-3-cyano-1H-pyrrole-2-carboxylate (8.7 g, 34.1 mmol) in Methanol (40 mL) and Tetrahydrofuran (THF) (40 mL) was treated with 2M LiOH (40 mL, 80 mmol) and then stirred at 50° C. for 1 hour. The mixture was adjusted to pH<2 by adding HCl (1M) and then concentrated to afford 1-benzyl-3-cyano-1H-pyrrole-2-carboxylic acid as a white solid (7.3 g, 32.4 mmol, 95% yield) which was used in the next step without any further purification. 1H NMR (400 MHz, DMSO-d6) ppm 7.54 (d, J=...